Dataset: the Open Reaction Database (ORD), a public repository of structured organic reaction records. Task: describe an organic reaction: reactants, conditions, products, and yield Procedure details: A mixture of 12.8 g (0.1 mole) of 4-chloroaniline, 10.3 g (0.1 mole) of methyl N,N-dimethyl-carbamate, 20 ml of dimethyl-hexadecylamine and 100 ml of high boiling petroleum fractions (bp.: 160°-180° C.) is reacted as described in Example 12. When the reaction has proceeded to about 90%, as indicated by the chromatogram, the reaction is terminated. A solution of N-(4-chlorophenyl)-N',N'-dimethyl-urea (monuron) is obtained, which can be applied directly in the preparation of herbicidal composition... The product is ClC1=CC=C(C=C1)NC(=O)N(C)C (N-(4-chlorophenyl)-N',N'-dimethyl-urea). Solvent: CN(CCCCCCCCCCCCCCCC)C (dimethyl-hexadecylamine), petroleum. Reaction SMILES: [Cl:1][C:2]1[CH:8]=[CH:7][C:5]([NH2:6])=[CH:4][CH:3]=1.[CH3:9][N:10]([CH3:15])[C:11](=O)[O:12]C>CN(C)CCCCCCCCCCCCCCCC>[Cl:1][C:2]1[CH:8]=[CH:7][C:5]([NH:6][C:11]([N:10]([CH3:15])[CH3:9])=[O:12])=[CH:4][CH:3]=1. Starting materials: ClC1=CC=C(N)C=C1 (4-chloroaniline), CN(C(OC)=O)C (methyl N,N-dimethyl-carbamate). Reactants: Cc1nc[nH]c1CCl, Cl, Cl, Cl, NCCS. The product is Cc1nc[nH]c1CSCCN, Cl, Cl. Reaction SMILES: [CH3:2][c:3]1[n:4][cH:5][nH:6][c:7]1[CH2:8][Cl:9].[ClH:10].[ClH:15].[ClH:1].[NH2:11][CH2:12][CH2:13][SH:14]>>[CH3:2][c:3]1[n:4][cH:5][nH:6][c:7]1[CH2:8][S:14][CH2:13][CH2:12][NH2:11].[ClH:1].[ClH:9].